This data is from the Open Reaction Database (ORD), a public repository of structured organic reaction records. The task is: describe an organic reaction: reactants, conditions, products, and yield Starting materials: O=C1Cc2c(cccc2-c2cccc(Br)c2)N1, C1CCNCC1, Cc1cc(C)c(C=O)[nH]1, CCO. Product: Cc1cc(C)c(C=C2C(=O)Nc3cccc(-c4cccc(Br)c4)c32)[nH]1. As a reaction SMILES: [Br:1][c:2]1[cH:3][c:4](-[c:8]2[c:9]3[c:13]([cH:14][cH:15][cH:16]2)[NH:12][C:11](=[O:17])[CH2:10]3)[cH:5][cH:6][cH:7]1.[CH2:27]1[CH2:28][CH2:29][NH:30][CH2:31][CH2:32]1.[CH3:18][c:19]1[c:20]([CH:25]=[O:26])[nH:21][c:22]([CH3:24])[cH:23]1.[CH3:33][CH2:34][OH:35]>>[Br:1][c:2]1[cH:3][c:4](-[c:8]2[c:9]3[c:13]([cH:14][cH:15][cH:16]2)[NH:12][C:11](=[O:17])[C:10]3=[CH:25][c:20]2[c:19]([CH3:18])[cH:23][c:22]([CH3:24])[nH:21]2)[cH:5][cH:6][cH:7]1. Starting materials: Cc1cc(Br)ccc1CCO, C1CCOC1, [H-], N#Cc1cccc(N=C=O)c1, [Na+]. Yields the product Cc1cc(Br)ccc1CCOC(=O)Nc1cccc(C#N)c1. RXN SMILES: [Br:3][c:4]1[cH:5][c:6]([CH3:13])[c:7]([CH2:10][CH2:11][OH:12])[cH:8][cH:9]1.[CH2:25]1[O:26][CH2:27][CH2:28][CH2:29]1.[H-:2].[N:14](=[C:15]=[O:16])[c:17]1[cH:18][c:19]([C:20]#[N:21])[cH:22][cH:23][cH:24]1.[Na+:1]>>[Br:3][c:4]1[cH:5][c:6]([CH3:13])[c:7]([CH2:10][CH2:11][O:12][C:15]([NH:14][c:17]2[cH:18][c:19]([C:20]#[N:21])[cH:22][cH:23][cH:24]2)=[O:16])[cH:8][cH:9]1. Starting materials: NC=1N=C(SC1C(=O)OCC)SC (ethyl 4-amino-2-methylthiothiazole-5-carboxylate), N(=O)[O-].[Na+] (sodium nitrite), Br (hydrobromic acid). The reagents and catalysts are [Zn] (zinc), [Cu]Br (copper (I) bromide). Solvent: Cl (hydrochloric acid). Product: BrC=1N=CSC1C(=O)OCC (ethyl 4-bromothiazole-5-carboxylate). As a reaction SMILES: N[C:2]1[N:3]=[C:4](SC)[S:5][C:6]=1[C:7]([O:9][CH2:10][CH3:11])=[O:8].N([O-])=O.[Na+].[BrH:18]>Cl.[Zn].[Cu]Br>[Br:18][C:2]1[N:3]=[CH:4][S:5][C:6]=1[C:7]([O:9][CH2:10][CH3:11])=[O:8] |f:1.2|. Reported procedure: Ethyl 2-mercaptoacetate is reacted with dimethyl N-cyanodithioimino-carbonate under the action of N-ethyldiisopropylamine in dimethylformamide to give ethyl 4-amino-2-methylthiothiazole-5-carboxylate, according to the method of Gompper, et al., Tet. Letters, 1885 (1966). Selective desulfurization is accomplished by the procedure of Baldwin and Ponticello, J. Med. Chem., 23(1), 65 (1980) by stirring at ambient temperature with zinc dust in 3N hydrochloric acid. The resultant ethyl 4-aminothiazole... Starting materials: CC(C#CC(O)CC(O[Si](C)(C)C(C)(C)C)C(C)C=CCOC(c1ccccc1)(c1ccccc1)c1ccccc1)C(O[Si](C)(C)C(C)(C)C)C(C)CCCO[Si](C)(C)C(C)(C)C, ClC(Cl)Cl. Product: CC(C=CCOC(c1ccccc1)(c1ccccc1)c1ccccc1)C(CC(O)C=CC(C)C(O[Si](C)(C)C(C)(C)C)C(C)CCCO[Si](C)(C)C(C)(C)C)O[Si](C)(C)C(C)(C)C. RXN SMILES: [C:1]([CH3:2])([CH3:3])([CH3:4])[Si:5]([O:6][CH:7]([CH:8]([CH:9]=[CH:10][CH2:11][O:12][C:13]([c:14]1[cH:15][cH:16][cH:17][cH:18][cH:19]1)([c:20]1[cH:21][cH:22][cH:23][cH:24][cH:25]1)[c:26]1[cH:27][cH:28][cH:29][cH:30][cH:31]1)[CH3:32])[CH2:33][CH:34]([C:35]#[C:36][CH:37]([CH:38]([CH:39]([CH2:40][CH2:41][CH2:42][O:43][Si:44]([CH3:45])([CH3:46])[C:47]([CH3:48])([CH3:49])[CH3:50])[CH3:51])[O:52][Si:53]([CH3:54])([CH3:55])[C:56]([CH3:57])([CH3:58])[CH3:59])[CH3:60])[OH:61])([CH3:62])[CH3:63].[Cl:64][CH:65]([Cl:66])[Cl:67]>>[C:1]([CH3:2])([CH3:3])([CH3:4])[Si:5]([O:6][CH:7]([CH:8]([CH:9]=[CH:10][CH2:11][O:12][C:13]([c:14]1[cH:15][cH:16][cH:17][cH:18][cH:19]1)([c:20]1[cH:21][cH:22][cH:23][cH:24][cH:25]1)[c:26]1[cH:27][cH:28][cH:29][cH:30][cH:31]1)[CH3:32])[CH2:33][CH:34]([CH:35]=[CH:36][CH:37]([CH:38]([CH:39]([CH2:40][CH2:41][CH2:42][O:43][Si:44]([CH3:45])([CH3:46])[C:47]([CH3:48])([CH3:49])[CH3:50])[CH3:51])[O:52][Si:53]([CH3:54])([CH3:55])[C:56]([CH3:57])([CH3:58])[CH3:59])[CH3:60])[OH:61])([CH3:62])[CH3:63]. Reactants: ClCCl (dichloromethane), BrCC1OCCO1 (2-(bromomethyl)-1,3-dioxolane), C(O)CN (ethanolamine), C([O-])([O-])=O.[K+].[K+] (potassium carbonate). Solvent: O1CCOCC1 (dioxane). The product is N (ammonia), O1C(OCC1)CNCCO (2-((1,3-dioxolan-2-ylmethyl)amino)ethanol). The yield is 38.9%. As a reaction SMILES: Br[CH2:2][CH:3]1[O:7][CH2:6][CH2:5][O:4]1.[CH2:8]([CH2:10][NH2:11])[OH:9].C(=O)([O-])[O-].[K+].[K+].ClCCl>O1CCOCC1>[NH3:11].[O:4]1[CH2:5][CH2:6][O:7][CH:3]1[CH2:2][NH:11][CH2:10][CH2:8][OH:9] |f:2.3.4|. Reported procedure: 2-(bromomethyl)-1,3-dioxolane (4.4 ml, 42.5 mmol) in dioxane (60 ml) was reacted with ethanolamine (4 ml, 66.3 mmol) in the presence of potassium carbonate (6.9 g, 50 mmol) at 75° C. for 7 hours. The mixture was concentrated and purified by chromatography on silica gel, eluting with dichloromethane:methanol (97:3) then dichloromethane:methanolic ammonia (94:6), to yield 2-((1,3-dioxolan-2-ylmethyl)amino)ethanol (1.90 g, 24% yield): The reactants are C(#N)C1=NC=CC=C1C1=CC(=CN1S(=O)(=O)C1=COC=C1)CN(C(OC(C)(C)C)=O)C (tert-butyl {[5-(2-cyanopyridin-3-yl)-1-(3-furylsulfonyl)-1H-pyrrol-3-yl]methyl}methylcarbamate), C(C)(=O)OCC.Cl (hydrogen chloride-ethyl acetate). Solvent: C(C)(=O)OCC (ethyl acetate), CC(C)O (2-propanol). Reaction conditions: time 2 hour. The product is Cl.O1C=C(C=C1)S(=O)(=O)N1C(=CC(=C1)CNC)C=1C(=NC=CC1)C#N (3-{1-(3-furylsulfonyl)-4-[(methylamino)methyl]-1H-pyrrol-2-yl}pyridine-2-carbonitrile hydrochloride). Yield: 84.0%. As a reaction SMILES: [C:1]([C:3]1[C:8]([C:9]2[N:13]([S:14]([C:17]3[CH:21]=[CH:20][O:19][CH:18]=3)(=[O:16])=[O:15])[CH:12]=[C:11]([CH2:22][N:23](C)[C:24](=O)OC(C)(C)C)[CH:10]=2)=[CH:7][CH:6]=[CH:5][N:4]=1)#[N:2].C(OCC)(=O)C.[ClH:38]>C(OCC)(=O)C.CC(O)C>[ClH:38].[O:19]1[CH:20]=[CH:21][C:17]([S:14]([N:13]2[CH:12]=[C:11]([CH2:22][NH:23][CH3:24])[CH:10]=[C:9]2[C:8]2[C:3]([C:1]#[N:2])=[N:4][CH:5]=[CH:6][CH:7]=2)(=[O:16])=[O:15])=[CH:18]1 |f:1.2,5.6|. Procedure details: To a solution of tert-butyl {[5-(2-cyanopyridin-3-yl)-1-(3-furylsulfonyl)-1H-pyrrol-3-yl]methyl}methylcarbamate (175 mg) in ethyl acetate (2 mL) and 2-propanol (1 mL) was added 4 mol/L hydrogen chloride-ethyl acetate solution (3 mL), and the mixture was stirred at room temperature for 2 hr. The reaction mixture was concentrated under reduced pressure, and the residue was recrystallized from ethanol to give the title compound as a white solid (yield 126 mg, 84%). Starting materials: [Br-], CCOCC, Fc1cc(Cl)cc(Br)c1, CCCCCc1cnc(Cl)nc1, Fc1cc([Mg+])cc(Cl)c1, Cl, [Mg]. Product: CCCCCc1cnc(-c2cc(F)cc(Cl)c2)nc1. Reaction SMILES: [Br-:1].[CH3:34][CH2:35][O:36][CH2:37][CH3:38].[Cl:11][c:12]1[cH:13][c:14]([Br:15])[cH:16][c:17]([F:18])[cH:19]1.[Cl:21][c:22]1[n:23][cH:24][c:25]([CH2:28][CH2:29][CH2:30][CH2:31][CH3:32])[cH:26][n:27]1.[Cl:2][c:3]1[cH:4][c:5]([Mg+:10])[cH:6][c:7]([F:9])[cH:8]1.[ClH:33].[Mg:20]>>[Cl:2][c:3]1[cH:4][c:5](-[c:22]2[n:23][cH:24][c:25]([CH2:28][CH2:29][CH2:30][CH2:31][CH3:32])[cH:26][n:27]2)[cH:6][c:7]([F:9])[cH:8]1. The reactants are CC1=CC=C(C=C1)C(CCCCCCC)=O (p-methyloctanophenone), [OH-].[K+] (potassium hydroxide), Tris(triphenylphosphine)ruthenium (II) chloride. Run in CO (methanol), C=1(C(=CC=CC1)C)C (xylene), C=1(C(=CC=CC1)C)C (xylene). Reaction conditions: temperature 140 celsius, time 2 hour. Yields the product CC1=CC=C(C=C1)C(CCCCCCC)O (1-(p-methylphenyl) octanol). As a reaction SMILES: [CH3:1][C:2]1[CH:7]=[CH:6][C:5]([C:8](=[O:16])[CH2:9][CH2:10][CH2:11][CH2:12][CH2:13][CH2:14][CH3:15])=[CH:4][CH:3]=1.[OH-].[K+]>C1(C)C(C)=CC=CC=1.CO>[CH3:1][C:2]1[CH:7]=[CH:6][C:5]([CH:8]([OH:16])[CH2:9][CH2:10][CH2:11][CH2:12][CH2:13][CH2:14][CH3:15])=[CH:4][CH:3]=1 |f:1.2|. Procedure: Tris(triphenylphosphine)ruthenium (II) chloride (1.9 mg, 2 μmol, 0.5 mol %) and a chiral ligand (M=Ru, R=t-Bu, Ar=C6H5—, 1.3 μmol, 0.33 mol %) were dissolved in xylene (3 mL) under nitrogen atmosphere, and then heated and stirred for 2 h at 140° C. After the mixture was cooled to room temperature, p-methyloctanophenone (0.8 mmol), xylene (2 mL) and a solution of potassium hydroxide in methanol (0.8 mL, 0.2 M) were added thereto. Thereafter, the reaction system was placed in an autoclave, and sti... Starting materials: COC1=NC=CC=C1[N+](=O)[O-] (2-methoxy-3-nitropyridine), C(C)(=O)[O-].[NH4+] (ammonium acetate), C(C)(=O)[O-].[NH4+] (ammonium acetate). The solvent is O (water). Reaction conditions: temperature 150 celsius. Product: [N+](=O)([O-])C=1C(=NC=CC1)N (3-nitro-2-aminopyridine). Isolated yield 23.2%. RXN SMILES: CO[C:3]1[C:8]([N+:9]([O-:11])=[O:10])=[CH:7][CH:6]=[CH:5][N:4]=1.C([O-])(=O)C.[NH4+:16]>O>[N+:9]([C:8]1[C:3]([NH2:16])=[N:4][CH:5]=[CH:6][CH:7]=1)([O-:11])=[O:10] |f:1.2|. Procedure details: One gram (6.5 mmol) of 2-methoxy-3-nitropyridine and 5.0 g (65 mmol) of ammonium acetate were added to a 100 ml round bottom flask. The reaction mixture was heated at 150° C. for approximately 16 hours under an argon atmosphere. An additional 5 g of ammonium acetate was added to the reaction mixture which was allowed to heat for an additional 8 hours. Thin layer chromatography of the mixture indicated that both product and starting material were present. The reaction mixture was cooled and poure... Reactants: O=C([O-])[O-], CS(C)=O, CC(C)Br, Clc1nc2ccccc2[nH]1, [K+], [K+]. Yields the product CC(C)n1c(Cl)nc2ccccc21. As a reaction SMILES: [C:15](=[O:16])([O-:17])[O-:18].[CH3:21][S:22](=[O:23])[CH3:24].[CH:11]([CH3:12])([CH3:13])[Br:14].[Cl:1][c:2]1[nH:3][c:4]2[c:5]([n:6]1)[cH:7][cH:8][cH:9][cH:10]2.[K+:19].[K+:20]>>[Cl:1][c:2]1[n:3][c:4]2[c:5]([n:6]1[CH:11]([CH3:12])[CH3:13])[cH:7][cH:8][cH:9][cH:10]2.